Dataset: the Open Reaction Database (ORD), a public repository of structured organic reaction records. Task: describe an organic reaction: reactants, conditions, products, and yield Reactants: BrCC(=O)C1=CC=C(C=C1)F (2-bromo-1-(4-fluorophenyl)ethanone), [S-]C#N.[Na+] (sodium thiocyanate), O (water). Solvent: C(C)O (ethanol). Product: FC1=CC=C(C=C1)C(CSC#N)=O (1-(4-Fluorophenyl)-2-thiocyanatoethanone). Reaction SMILES: Br[CH2:2][C:3]([C:5]1[CH:10]=[CH:9][C:8]([F:11])=[CH:7][CH:6]=1)=[O:4].[S-:12][C:13]#[N:14].[Na+].O>C(O)C>[F:11][C:8]1[CH:9]=[CH:10][C:5]([C:3](=[O:4])[CH2:2][S:12][C:13]#[N:14])=[CH:6][CH:7]=1 |f:1.2|. Procedure: 10 g (46 mmol) of 2-bromo-1-(4-fluorophenyl)ethanone and 3.74 g (46 mmol) of sodium thiocyanate were stirred in 80 ml ethanol at 50° C. for 2 h. After addition of water the separated solid was isolated by filtration, washed and dried. Yield: 8.96 g. The reactants are C(C)(C)(C)OC(N[C@@H](C)C(NC1=C(C=C(C=C1)F)NC1CC(C1)C#N)=O)=O ({(S)-1-[2-(3-cyanocyclobutylamino)-4-fluorophenylcarbamoyl]-ethyl}carbamic acid tert-butyl ester). Run in C(C)(=O)O (acetic acid). Run at time 8 hour. Yields the product C(C)(C)(C)OC(N[C@@H](C)C1=NC2=C(N1C1CC(C1)C#N)C=C(C=C2)F)=O ({(S)-1-[1-(3-Cyanocyclobutyl)-6-fluoro-1H-benzoimidazol-2-yl]ethyl}carbamic acid tert-butyl ester). Isolated yield 70.6%. RXN SMILES: [C:1]([O:5][C:6](=[O:27])[NH:7][C@H:8]([C:10](=O)[NH:11][C:12]1[CH:17]=[CH:16][C:15]([F:18])=[CH:14][C:13]=1[NH:19][CH:20]1[CH2:23][CH:22]([C:24]#[N:25])[CH2:21]1)[CH3:9])([CH3:4])([CH3:3])[CH3:2]>C(O)(=O)C>[C:1]([O:5][C:6](=[O:27])[NH:7][C@H:8]([C:10]1[N:19]([CH:20]2[CH2:23][CH:22]([C:24]#[N:25])[CH2:21]2)[C:13]2[CH:14]=[C:15]([F:18])[CH:16]=[CH:17][C:12]=2[N:11]=1)[CH3:9])([CH3:4])([CH3:3])[CH3:2]. Procedure details: A solution of {(S)-1-[2-(3-cyanocyclobutylamino)-4-fluorophenylcarbamoyl]-ethyl}carbamic acid tert-butyl ester (0.31 g, 0.83 mmol) in acetic acid (5 mL) was stirred at 70° C. for 16 hours and then at 80° C. for 8 hours. The mixture was concentrated in vacuo and the residue dissolved in DCM then washed with saturated aqueous NaHCO3 and brine, dried (Na2SO4) and concentrated in vacuo. The residue was purified by chromatography (Si—PPC; eluting with ethyl acetate in cyclohexane 0-100%) to give the ... The reactants are O=C([O-])O, CO, [Na+], O=C(O)C1(O)c2ccccc2-c2ccccc21, O=S(=O)(O)O. The product is COC(=O)C1(O)c2ccccc2-c2ccccc21. As a reaction SMILES: [C:23](=[O:24])([O-:25])[OH:26].[CH3:28][OH:29].[Na+:27].[OH:1][C:2]1([C:15](=[O:16])[OH:17])[c:3]2[cH:4][cH:5][cH:6][cH:7][c:8]2-[c:9]2[cH:10][cH:11][cH:12][cH:13][c:14]21.[S:18](=[O:19])(=[O:20])([OH:21])[OH:22]>>[OH:1][C:2]1([C:15](=[O:16])[O:17][CH3:23])[c:3]2[cH:4][cH:5][cH:6][cH:7][c:8]2-[c:9]2[cH:10][cH:11][cH:12][cH:13][c:14]21. The reactants are COC(=O)c1ccc(O)c(OC)c1, O=C1CCC(=O)N1I, C1CCOC1. Yields the product COC(=O)c1cc(I)c(O)c(OC)c1. Reaction SMILES: [CH3:1][O:2][C:3]([c:4]1[cH:5][c:6]([O:11][CH3:12])[c:7]([OH:10])[cH:8][cH:9]1)=[O:13].[I:14][N:15]1[C:16](=[O:17])[CH2:18][CH2:19][C:20]1=[O:21].[O:22]1[CH2:23][CH2:24][CH2:25][CH2:26]1>>[CH3:1][O:2][C:3]([c:4]1[cH:5][c:6]([O:11][CH3:12])[c:7]([OH:10])[c:8]([I:14])[cH:9]1)=[O:13]. The reactants are CSc1cc(C(C)(C)C)c(O)c(-c2nc3ccc(S(=O)(=O)C(F)(F)F)cc3[nH]2)c1C, O=C(OO)c1cccc(Cl)c1, ClCCl. The product is Cc1c(S(C)=O)cc(C(C)(C)C)c(O)c1-c1nc2cc(S(=O)(=O)C(F)(F)F)ccc2[nH]1. RXN SMILES: [C:12]([CH3:13])([CH3:14])([CH3:15])[c:16]1[cH:17][c:18]([S:40][CH3:41])[c:19]([CH3:39])[c:20](-[c:23]2[n:24][c:25]3[c:26]([nH:27]2)[cH:28][c:29]([S:32](=[O:33])(=[O:34])[C:35]([F:36])([F:37])[F:38])[cH:30][cH:31]3)[c:21]1[OH:22].[Cl:1][c:2]1[cH:3][cH:4][cH:5][c:6]([C:7]([O:8][OH:10])=[O:9])[cH:11]1.[Cl:42][CH2:43][Cl:44]>>[O:9]=[S:40]([c:18]1[cH:17][c:16]([C:12]([CH3:13])([CH3:14])[CH3:15])[c:21]([OH:22])[c:20](-[c:23]2[nH:24][c:25]3[c:26]([n:27]2)[cH:28][c:29]([S:32](=[O:33])(=[O:34])[C:35]([F:36])([F:37])[F:38])[cH:30][cH:31]3)[c:19]1[CH3:39])[CH3:41].